This data is from the Open Reaction Database (ORD), a public repository of structured organic reaction records. The task is: describe an organic reaction: reactants, conditions, products, and yield The reactants are ClC=1C=C(C=CC1C#N)N1N=C2C3=C(CCC2C1C1CCCC1)C=C(C=C3)C(=O)O ((±)-(3SR,3aRS)-2-(3-chloro-4-cyanophenyl)-3-cyclopentyl-3,3a,4,5-tetrahydro-2H-benzo[g]indazole-7-carboxylic acid), CC(C)O (propan-2-ol). Yields the product ClC=1C=C(C=CC1C#N)N1N=C2C3=C(CCC2C1C1CCCC1)C=C(C=C3)C(=O)OC(C)C ((±)-(3SR,3aRS)-isopropyl 2-(3-chloro-4-cyanophenyl)-3-cyclopentyl-3,3a,4,5-tetrahydro-2H-benzo[g]indazole-7-carboxylate). The yield is 66.0%. Reaction SMILES: [Cl:1][C:2]1[CH:3]=[C:4]([N:10]2[CH:18]([CH:19]3[CH2:23][CH2:22][CH2:21][CH2:20]3)[CH:17]3[C:12]([C:13]4[CH:27]=[CH:26][C:25]([C:28]([OH:30])=[O:29])=[CH:24][C:14]=4[CH2:15][CH2:16]3)=[N:11]2)[CH:5]=[CH:6][C:7]=1[C:8]#[N:9].[CH3:31][CH:32](O)[CH3:33]>>[Cl:1][C:2]1[CH:3]=[C:4]([N:10]2[CH:18]([CH:19]3[CH2:20][CH2:21][CH2:22][CH2:23]3)[CH:17]3[C:12]([C:13]4[CH:27]=[CH:26][C:25]([C:28]([O:30][CH:32]([CH3:33])[CH3:31])=[O:29])=[CH:24][C:14]=4[CH2:15][CH2:16]3)=[N:11]2)[CH:5]=[CH:6][C:7]=1[C:8]#[N:9]. Procedure: The title compound was prepared from (±)-(3SR,3aRS)-2-(3-chloro-4-cyanophenyl)-3-cyclopentyl-3,3a,4,5-tetrahydro-2H-benzo[g]indazole-7-carboxylic acid, Example 15 and propan-2-ol according to Method E (yellow solid, 145 mg, 0.313 mmol, 66% yield). 1H NMR (400 MHz, CDCl3) δ ppm 8.14 (d, J=8.1 Hz, 1H), 7.89-7.94 (m, 2H), 7.46 (d, J=8.9 Hz, 1H), 7.30 (d, J=2.1 Hz, 1H), 7.03 (dd, J=8.9, 2.1 Hz, 1H), 5.22-5.32 (m, 1H), 4.63 (dd, J=9.7, 5.4 Hz, 1H), 3.44-3.54 (m, 1H), 3.08-3.16 (m, 1H), 2.86-2.98 (m, ... Starting materials: O=C(NCc1ccc(F)cc1)c1nc(Br)c2cccnc2c1O, CC(C)(C)OC(=O)N1CCNS(=O)(=O)CC1, c1ccncc1. Product: CC(C)(C)OC(=O)N1CCN(c2nc(C(=O)NCc3ccc(F)cc3)c(O)c3ncccc23)S(=O)(=O)CC1. As a reaction SMILES: [Br:1][c:2]1[c:3]2[cH:4][cH:5][cH:6][n:7][c:8]2[c:9]([OH:23])[c:10]([C:12](=[O:13])[NH:14][CH2:15][c:16]2[cH:17][cH:18][c:19]([F:22])[cH:20][cH:21]2)[n:11]1.[S:24]1(=[O:38])(=[O:39])[NH:25][CH2:26][CH2:27][N:28]([C:31](=[O:32])[O:33][C:34]([CH3:35])([CH3:36])[CH3:37])[CH2:29][CH2:30]1.[cH:40]1[cH:41][cH:42][n:43][cH:44][cH:45]1>>[c:2]1([N:25]2[S:24](=[O:38])(=[O:39])[CH2:30][CH2:29][N:28]([C:31](=[O:32])[O:33][C:34]([CH3:35])([CH3:36])[CH3:37])[CH2:27][CH2:26]2)[c:3]2[cH:4][cH:5][cH:6][n:7][c:8]2[c:9]([OH:23])[c:10]([C:12](=[O:13])[NH:14][CH2:15][c:16]2[cH:17][cH:18][c:19]([F:22])[cH:20][cH:21]2)[n:11]1. The reactants are tert-Butyl 8-chloro-4-oxo-3,4-dihydro-1′H-spiro[chromene-2,4′-piperidine]-1′-carboxylate, ClC=1C(=C(C=CC1)C(C)=O)O (1-(3-chloro-2-hydroxyphenyl)ethanone), C(=O)(OC(C)(C)C)N1CCC(CC1)=O (1-boc-4-piperidone), N1CCCC1 (pyrrolidine). Solvent: C=1(C(=CC=CC1)C)C (Xylene). Reaction conditions: temperature 100 celsius. Yields the product [Cl-].ClC=1C=CC=C2CCC3(CC[NH2+]CC3)OC12 (8-Chloro-3,4-dihydrospiro[chromene-2,4′-piperidinium]chloride). Reaction SMILES: [Cl:1][C:2]1[C:3]([OH:11])=[C:4]([C:8](=O)[CH3:9])[CH:5]=[CH:6][CH:7]=1.C([N:19]1[CH2:24][CH2:23][C:22](=O)[CH2:21][CH2:20]1)(OC(C)(C)C)=O.N1CCCC1>C1(C)C(C)=CC=CC=1>[Cl-:1].[Cl:1][C:2]1[CH:7]=[CH:6][CH:5]=[C:4]2[C:3]=1[O:11][C:22]1([CH2:23][CH2:24][NH2+:19][CH2:20][CH2:21]1)[CH2:9][CH2:8]2 |f:4.5|. Procedure: tert-Butyl 8-chloro-4-oxo-3,4-dihydro-1′H-spiro[chromene-2,4′-piperidine]-1′-carboxylate A mixture of 1-(3-chloro-2-hydroxyphenyl)ethanone (500 mg, 2.93 mmol), 1-boc-4-piperidone (584 mg, 2.93 mmol) and pyrrolidine (61 pt, 0.738 mmol) in Xylene (4 mL) was heated to 100° C. for 20 h. The reaction mixture was purified by column chromatography on SiO2 (40 g, gradient from 0 to 40% EtOAc/hexanes) to afford the title compound as a white solid. LC-MS: m/z=376.1, 374.1 (M+Na).